This data is from the Open Reaction Database (ORD), a public repository of structured organic reaction records. The task is: describe an organic reaction: reactants, conditions, products, and yield Reactants: BrC1=C(C=CC=C1)OCCCl (1-bromo-2-(2-chloroethoxy)benzene), Cl.FC1CCNCC1 (4-fluoropiperidine hydrochloride), C([O-])([O-])=O.[K+].[K+] (potassium carbonate), [I-].[K+] (potassium iodide). Run in CN(C=O)C (dimethylformamide). Run at temperature 80 celsius. Product: BrC1=C(OCCN2CCC(CC2)F)C=CC=C1 (1-[2-(2-Bromophenoxy)ethyl]-4-fluoropiperidine). The yield is 33.2%. Reaction SMILES: [Br:1][C:2]1[CH:7]=[CH:6][CH:5]=[CH:4][C:3]=1[O:8][CH2:9][CH2:10]Cl.Cl.[F:13][CH:14]1[CH2:19][CH2:18][NH:17][CH2:16][CH2:15]1.C(=O)([O-])[O-].[K+].[K+].[I-].[K+]>CN(C)C=O>[Br:1][C:2]1[CH:7]=[CH:6][CH:5]=[CH:4][C:3]=1[O:8][CH2:9][CH2:10][N:17]1[CH2:18][CH2:19][CH:14]([F:13])[CH2:15][CH2:16]1 |f:1.2,3.4.5,6.7|. Reported procedure: A mixture of 1-bromo-2-(2-chloroethoxy)benzene (2.35 g), 4-fluoropiperidine hydrochloride (1.54 g), potassium carbonate (4.06 g) and potassium iodide (0.83 g) in dimethylformamide (20 ml) was heated at 80° C. for 18 h. After evaporation, the residue was partitioned between ethyl acetate and water. The solvent phase was washed (brine), dried and evaporated to give an oil (1.0 g). Starting materials: C1CCOC1, CCCCCCC, CC(C)[N-]C(C)C, [Li+], [Na+], O=C([O-])O, C1CCOC1, O=S(=O)(Cl)c1ccccc1, c1cc2cc[nH]c2cn1. The product is O=S(=O)(c1ccccc1)n1ccc2ccncc21. Reaction SMILES: [CH2:38]1[O:39][CH2:40][CH2:41][CH2:42]1.[CH3:43][CH2:44][CH2:45][CH2:46][CH2:47][CH2:48][CH3:49].[CH:10]([N-:11][CH:12]([CH3:13])[CH3:14])([CH3:15])[CH3:16].[Li+:17].[Na+:32].[O-:28][C:29]([OH:30])=[O:31].[O:33]1[CH2:34][CH2:35][CH2:36][CH2:37]1.[c:18]1([S:24](=[O:25])(=[O:26])[Cl:27])[cH:19][cH:20][cH:21][cH:22][cH:23]1.[nH:1]1[cH:2][cH:3][c:4]2[c:5]1[cH:6][n:7][cH:8][cH:9]2>>[n:1]1([S:24]([c:18]2[cH:19][cH:20][cH:21][cH:22][cH:23]2)(=[O:25])=[O:26])[cH:2][cH:3][c:4]2[c:5]1[cH:6][n:7][cH:8][cH:9]2. Reactants: ClC1=NC=C(C(=N1)NCC(=O)N(C)C1CCN(CC1)CC1CC1)C (2-(2-chloro-5-methylpyrimidine-4-ylamino)-N-(1-(cyclopropylmethyl)piperidine-4-yl)-N-methylacetamide), COC1=CC=C(CN)C=C1 (4-methoxybenzylamine), C(C)(C)N(CC)C(C)C (diisopropylethylamine). Solvent: C(CCC)O (n-butanol). Product: C1(CC1)CN1CCC(CC1)N(C(CNC1=NC(=NC=C1C)NCC1=CC=C(C=C1)OC)=O)C (N-(1-(cyclopropylmethyl)piperidine-4-yl)-2-(2-(4-methoxybenzylamino)-5-methylpyrimidine-4-ylamino)-N-methylacetamide). The yield is 36.0%. RXN SMILES: Cl[C:2]1[N:7]=[C:6]([NH:8][CH2:9][C:10]([N:12]([CH:14]2[CH2:19][CH2:18][N:17]([CH2:20][CH:21]3[CH2:23][CH2:22]3)[CH2:16][CH2:15]2)[CH3:13])=[O:11])[C:5]([CH3:24])=[CH:4][N:3]=1.[CH3:25][O:26][C:27]1[CH:34]=[CH:33][C:30]([CH2:31][NH2:32])=[CH:29][CH:28]=1.C(N(C(C)C)CC)(C)C>C(O)CCC>[CH:21]1([CH2:20][N:17]2[CH2:18][CH2:19][CH:14]([N:12]([CH3:13])[C:10](=[O:11])[CH2:9][NH:8][C:6]3[C:5]([CH3:24])=[CH:4][N:3]=[C:2]([NH:32][CH2:31][C:30]4[CH:33]=[CH:34][C:27]([O:26][CH3:25])=[CH:28][CH:29]=4)[N:7]=3)[CH2:15][CH2:16]2)[CH2:23][CH2:22]1. Reported procedure: A solution of Compound 106 (93 mg), 4-methoxybenzylamine (345 μL) and diisopropylethylamine (45.5 μL) in n-butanol (1.5 mL) was stirred overnight under reflux. Subsequently, the reaction mixture was concentrated under reduced pressure and the resulting residue was purified by silica gel column chromatography (methylene chloride:methanol=50:1 to 4:1) to give 43 mg (36% yield) of the desired product as a white amorphous.